This data is from the Open Reaction Database (ORD), a public repository of structured organic reaction records. The task is: describe an organic reaction: reactants, conditions, products, and yield Starting materials: NC1=CC2=C(N=CS2)C=C1 (6-aminobenzothiazole), C(=O)(Cl)Cl (phosgene). Run in C1(=CC=CC=C1)C (toluene). Yields the product S1C=NC2=C1C=C(C=C2)N=C=O (6-benzothiazolylisocyanate). Reaction SMILES: [NH2:1][C:2]1[CH:10]=[CH:9][C:5]2[N:6]=[CH:7][S:8][C:4]=2[CH:3]=1.[C:11](Cl)(Cl)=[O:12]>C1(C)C=CC=CC=1>[S:8]1[C:4]2[CH:3]=[C:2]([N:1]=[C:11]=[O:12])[CH:10]=[CH:9][C:5]=2[N:6]=[CH:7]1. Procedure details: A mixture of 6-aminobenzothiazole (600 mg; 4 mmol) in toluene (40 ml) and phosgene (20 ml 20% in toluene; 40 mmol) was refluxed for 6 h. The solvent was removed under reduced pressure to give crude 6-benzothiazolylisocyanate. To the crude product was added 3-[4-(4-chlorophenyl)-1-piperazinyl]propanol (500 mg; 2.0 mmol) in toluene (20 ml) and refluxed for 16 h. The precipitate was isolated and recrystallized from methanol/ether to give 440 mg of the title compound. M.p. 210°-213° C. MS (70 eV): m... Reactants: N(=[N+]=[N-])C1=CC=2[C@@]3(C4=CC(=CC=C4OC2C=C1)OC)N=C(OC3)NC(C(F)(F)F)=O ((S)—N-(2′-azido-7′-methoxy-5H-spiro[oxazole-4,9′-xanthene]-2-yl)-2,2,2-trifluoroacetamide), CC=1C=C2C(=CC1C)N(C3=NC(=O)NC(=O)C3=N2)C[C@@H]([C@@H]([C@@H](CO)O)O)O (e101). The reagents and catalysts are [OH-].[Pd+2].[OH-] (palladium hydroxide). The solvent is C(C)O (ethanol), C1CCOC1 (THF). Product: NC1=CC=2[C@@]3(C4=CC(=CC=C4OC2C=C1)OC)N=C(OC3)NC(C(F)(F)F)=O ((S)—N-(2′-amino-7′-methoxy-5H-spiro[oxazole-4,9′-xanthene]-2-yl)-2,2,2-trifluoroacetamide). RXN SMILES: [N:1]([C:4]1[CH:17]=[CH:16][C:15]2[O:14][C:13]3[C:8](=[CH:9][C:10]([O:18][CH3:19])=[CH:11][CH:12]=3)[C@:7]3([CH2:23][O:22][C:21]([NH:24][C:25](=[O:30])[C:26]([F:29])([F:28])[F:27])=[N:20]3)[C:6]=2[CH:5]=1)=[N+]=[N-].CC1C=C2N=C3C(=NC(NC3=O)=O)N(C[C@H](O)[C@H](O)[C@H](O)CO)C2=CC=1C>C(O)C.C1COCC1.[OH-].[Pd+2].[OH-]>[NH2:1][C:4]1[CH:17]=[CH:16][C:15]2[O:14][C:13]3[C:8](=[CH:9][C:10]([O:18][CH3:19])=[CH:11][CH:12]=3)[C@:7]3([CH2:23][O:22][C:21]([NH:24][C:25](=[O:30])[C:26]([F:27])([F:29])[F:28])=[N:20]3)[C:6]=2[CH:5]=1 |f:4.5.6|. Reported procedure: A 5 mL smith synthesizer vial was charged with (R)-2′-bromo-7′-methoxy-5H-spiro[oxazole-4,9′-xanthen]-2-amine (1.248 g, 3.46 mmol), sodium azide (0.684 g, 10.52 mmol), L-ascorbic acid sodium salt (0.057 g, 0.288 mmol), copper(I) iodide (0.131 g, 0.688 mmol), and (1R,2R)—N1,N2-dimethylcyclohexane-1,2-diamine (0.116 mL, 0.736 mmol) in EtOH (6.0 mL), water (2.6 mL) and the reaction was heated to 100° C. in the microwave for 35 minutes. The reaction vial was cooled to RT and concentrated on the rota...